From a dataset of the Open Reaction Database (ORD), a public repository of structured organic reaction records. describe an organic reaction: reactants, conditions, products, and yield Starting materials: Brc1cnc(I)nc1, CN1CCCC1=O, [F-], C[Si](C)(C)C(F)(F)F, [I-], [K+], N, CN(C)C=O. Product: FC(F)(F)c1ncc(Br)cn1. RXN SMILES: [Br:12][c:13]1[cH:14][n:15][c:16]([I:19])[n:17][cH:18]1.[CH3:21][N:22]1[CH2:23][CH2:24][CH2:25][C:26]1=[O:27].[F-:1].[F:4][C:5]([F:6])([F:7])[Si:8]([CH3:9])([CH3:10])[CH3:11].[I-:3].[K+:2].[NH3:20].[O:28]=[CH:29][N:30]([CH3:31])[CH3:32]>>[F:4][C:5]([F:6])([F:7])[c:16]1[n:15][cH:14][c:13]([Br:12])[cH:18][n:17]1.